From a dataset of the Open Reaction Database (ORD), a public repository of structured organic reaction records. describe an organic reaction: reactants, conditions, products, and yield The reactants are ClC=1C=C(C=CC1C1CCCCC1)CC(C(=O)OCC)O (ethyl β-(3-chloro-4-cyclohexylphenyl)lactate), S(=O)(Cl)Cl (thionyl chloride). Yields the product ClC(C(=O)OCC)CC1=CC(=C(C=C1)C1CCCCC1)Cl (ethyl α-chloro-β-(3-chloro-4-cyclohexylphenyl)propionate). RXN SMILES: [Cl:1][C:2]1[CH:3]=[C:4]([CH2:14][CH:15](O)[C:16]([O:18][CH2:19][CH3:20])=[O:17])[CH:5]=[CH:6][C:7]=1[CH:8]1[CH2:13][CH2:12][CH2:11][CH2:10][CH2:9]1.S(Cl)([Cl:24])=O>>[Cl:24][CH:15]([CH2:14][C:4]1[CH:5]=[CH:6][C:7]([CH:8]2[CH2:13][CH2:12][CH2:11][CH2:10][CH2:9]2)=[C:2]([Cl:1])[CH:3]=1)[C:16]([O:18][CH2:19][CH3:20])=[O:17]. Reported procedure: A mixture of 232 g. (0.747 mole) of ethyl β-(3-chloro-4-cyclohexylphenyl)lactate is stirred with 106.67 g. (0.895 mole) of thionyl chloride at room temperature for 24 hours and then heated to reflux for 6 hours. The cold reaction mixture is poured into 1125 ml. of ice-cold water with stirring. The mixture is extracted with 800 ml. of ether. The ethereal solution is washed with 450 ml. of cold saturated sodium hydrocarbonate solution followed by washing twice, each time with 250 ml. of cold water... The reactants are O=C([O-])[O-], CN(C)C=O, CCOC(C)=O, COc1ccccc1-c1ccc2c(c1CCl)C(C)=CC(C)(C)N2, [K+], [K+], Sc1ccccc1. The product is COc1ccccc1-c1ccc2c(c1CSc1ccccc1)C(C)=CC(C)(C)N2. Reaction SMILES: [C:31](=[O:32])([O-:33])[O-:34].[CH3:37][N:38]([CH3:39])[CH:40]=[O:41].[CH3:42][CH2:43][O:44][C:45](=[O:46])[CH3:47].[Cl:1][CH2:2][c:3]1[c:4]2[c:9]([cH:10][cH:11][c:12]1-[c:13]1[c:14]([O:19][CH3:20])[cH:15][cH:16][cH:17][cH:18]1)[NH:8][C:7]([CH3:21])([CH3:22])[CH:6]=[C:5]2[CH3:23].[K+:35].[K+:36].[SH:24][c:25]1[cH:26][cH:27][cH:28][cH:29][cH:30]1>>[CH2:2]([c:3]1[c:4]2[c:9]([cH:10][cH:11][c:12]1-[c:13]1[c:14]([O:19][CH3:20])[cH:15][cH:16][cH:17][cH:18]1)[NH:8][C:7]([CH3:21])([CH3:22])[CH:6]=[C:5]2[CH3:23])[S:24][c:25]1[cH:26][cH:27][cH:28][cH:29][cH:30]1. The reactants are CC(C)(C)c1ccc(CBr)cc1, CS(C)=O, N#C[Na], O. The product is CC(C)(C)c1ccc(CC#N)cc1. Reaction SMILES: [C:4]([CH3:5])([CH3:6])([CH3:7])[c:8]1[cH:9][cH:10][c:11]([CH2:12][Br:13])[cH:14][cH:15]1.[CH3:17][S:18]([CH3:19])=[O:20].[Na:1][C:2]#[N:3].[OH2:16]>>[C:2](#[N:3])[CH2:12][c:11]1[cH:10][cH:9][c:8]([C:4]([CH3:5])([CH3:6])[CH3:7])[cH:15][cH:14]1. Starting materials: OC(C(=O)NCCNC(OC(C)(C)C)=O)C1=CC=C(C=C1)C1=NOC(=N1)C1=C(C(=NO1)C1=CC=CC=C1)C(F)(F)F ((R/S)-tert-Butyl 2-(2-hydroxy-2-(4-(5-(3-phenyl-4-(trifluoromethyl)isoxazol-5-yl)-1,2,4-oxadiazol-3-yl)phenyl)acetamido)ethylcarbamate), C(=O)(C(F)(F)F)O (TFA). The solvent is ClCCl (dichloromethane). Reaction conditions: time 30 minute. Yields the product NCCNC(C(C1=CC=C(C=C1)C1=NOC(=N1)C1=C(C(=NO1)C1=CC=CC=C1)C(F)(F)F)O)=O ((R/S)-N-(2-aminoethyl)-2-hydroxy-2-(4-(5-(3-phenyl-4-(trifluoromethyl)isoxazol-5-yl)-1,2,4-oxadiazol-3-yl)phenyl)acetamide), C(=O)(C(F)(F)F)O (TFA). Isolated yield 83.5%. Reaction SMILES: [OH:1][CH:2]([C:16]1[CH:21]=[CH:20][C:19]([C:22]2[N:26]=[C:25]([C:27]3[O:31][N:30]=[C:29]([C:32]4[CH:37]=[CH:36][CH:35]=[CH:34][CH:33]=4)[C:28]=3[C:38]([F:41])([F:40])[F:39])[O:24][N:23]=2)=[CH:18][CH:17]=1)[C:3]([NH:5][CH2:6][CH2:7][NH:8]C(=O)OC(C)(C)C)=[O:4].[C:42]([OH:48])([C:44]([F:47])([F:46])[F:45])=[O:43]>ClCCl>[NH2:8][CH2:7][CH2:6][NH:5][C:3](=[O:4])[CH:2]([OH:1])[C:16]1[CH:21]=[CH:20][C:19]([C:22]2[N:26]=[C:25]([C:27]3[O:31][N:30]=[C:29]([C:32]4[CH:37]=[CH:36][CH:35]=[CH:34][CH:33]=4)[C:28]=3[C:38]([F:41])([F:40])[F:39])[O:24][N:23]=2)=[CH:18][CH:17]=1.[C:42]([OH:48])([C:44]([F:47])([F:46])[F:45])=[O:43]. Reported procedure: (R/S)-tert-Butyl 2-(2-hydroxy-2-(4-(5-(3-phenyl-4-(trifluoromethyl)isoxazol-5-yl)-1,2,4-oxadiazol-3-yl)phenyl)acetamido)ethylcarbamate (Example 51, 80 mg, 0.139 mmol) was dissolved in dichloromethane (5 mL). TFA (1 mL, 12.98 mmol) was added. The reaction mixture was stirred for 30 min. All solvent was removed to provide (R/S)-N-(2-aminoethyl)-2-hydroxy-2-(4-(5-(3-phenyl-4-(trifluoromethyl)isoxazol-5-yl)-1,2,4-oxadiazol-3-yl)phenyl)acetamide, TFA (70 mg, 0.116 mmol, 83% yield): LCMS=474.1 [M+H]+;... Reaction SMILES: [C:17](=[O:18])([O-:19])[O-:20].[CH3:11][CH2:12][O:13][C:14]([CH3:15])=[O:16].[CH3:1][Si:2]([CH2:3][CH:4]([NH2:5])[C:6](=[O:7])[OH:8])([CH3:9])[CH3:10].[Na+:21].[Na+:22].[OH2:23]>>[CH3:1][Si:2]([CH2:3][CH:4]([NH2:5])[C:6](=[O:7])[O:8][CH3:11])([CH3:9])[CH3:10]. The product is COC(=O)C(N)C[Si](C)(C)C. Starting materials: O=C([O-])[O-], CCOC(C)=O, C[Si](C)(C)CC(N)C(=O)O, [Na+], [Na+], O. Starting materials: N#Cc1ccccc1-c1ccc(CBr)cc1, O=C([O-])[O-], CCSc1nc(C)cc(=O)[nH]1, CC#N, [K+], [K+]. The product is CCSc1nc(C)cc(=O)n1Cc1ccc(-c2ccccc2C#N)cc1. RXN SMILES: [Br:12][CH2:13][c:14]1[cH:15][cH:16][c:17](-[c:20]2[c:21]([C:26]#[N:27])[cH:22][cH:23][cH:24][cH:25]2)[cH:18][cH:19]1.[C:28](=[O:29])([O-:30])[O-:31].[CH2:1]([CH3:2])[S:3][c:4]1[n:5][c:6]([CH3:11])[cH:7][c:8](=[O:10])[nH:9]1.[CH3:34][C:35]#[N:36].[K+:32].[K+:33]>>[CH2:1]([CH3:2])[S:3][c:4]1[n:5][c:6]([CH3:11])[cH:7][c:8](=[O:10])[n:9]1[CH2:13][c:14]1[cH:15][cH:16][c:17](-[c:20]2[c:21]([C:26]#[N:27])[cH:22][cH:23][cH:24][cH:25]2)[cH:18][cH:19]1.